From a dataset of the Open Reaction Database (ORD), a public repository of structured organic reaction records. describe an organic reaction: reactants, conditions, products, and yield The reactants are N[C@H](C(C)(O)C)C ((S)-3-Amino-2-methyl-2-butanol), ClC(C(=O)Cl)(Cl)Cl (trichloroacetyl chloride). Solvent: N1=CC=CC=C1 (pyridine). Run at time 10 minute. Product: OC([C@H](C)NC(C(Cl)(Cl)Cl)=O)(C)C (N-[(1S)-2-Hydroxy-1,2-dimethylpropyl]-2,2,2-trichloroethanamide). Isolated yield 93.6%. Reaction SMILES: [NH2:1][C@@H:2]([CH3:7])[C:3]([CH3:6])([OH:5])[CH3:4].[Cl:8][C:9]([Cl:14])([Cl:13])[C:10](Cl)=[O:11]>N1C=CC=CC=1>[OH:5][C:3]([CH3:6])([CH3:4])[C@@H:2]([NH:1][C:10](=[O:11])[C:9]([Cl:14])([Cl:13])[Cl:8])[CH3:7]. Procedure details: To a solution of (3) (1.193 g, 8.56 mmol) at 0° C. in pyridine (24 ml) was added trichloroacetyl chloride (1.05 ml, 9.41 mmol). After stirring at this temperature for 10 minutes, the reaction mixture was stirred overnight at room temperature. The reaction was quenched by the addition of saturated aqueous sodium chloride solution, after which the product was extracted with dichloromethane and the combined organic extracts were washed with hydrochloric acid (1M). Concentration in vacuo and purific...